Dataset: the Open Reaction Database (ORD), a public repository of structured organic reaction records. Task: describe an organic reaction: reactants, conditions, products, and yield Starting materials: [BH4-].[Na+] (sodium borohydride), CC(CCOC(CCC(CCCCCC)=O)=O)CCC=C(C)C (4-oxo-decanoic acid 3,7-dimethyl-oct-6-enyl ester). The solvent is O (water), CCOCC (ether), C1CCOC1 (THF). Reaction conditions: time 5 hour. Yields the product CC(CCOC(CCC(CCCCCC)O)=O)CCC=C(C)C (4-Hydroxy-decanoic acid 3,7-dimethyl-oct-6-enyl ester). As a reaction SMILES: [BH4-].[Na+].[CH3:3][CH:4]([CH2:20][CH2:21][CH:22]=[C:23]([CH3:25])[CH3:24])[CH2:5][CH2:6][O:7][C:8](=[O:19])[CH2:9][CH2:10][C:11](=[O:18])[CH2:12][CH2:13][CH2:14][CH2:15][CH2:16][CH3:17]>O.C1COCC1.CCOCC>[CH3:3][CH:4]([CH2:20][CH2:21][CH:22]=[C:23]([CH3:25])[CH3:24])[CH2:5][CH2:6][O:7][C:8](=[O:19])[CH2:9][CH2:10][CH:11]([OH:18])[CH2:12][CH2:13][CH2:14][CH2:15][CH2:16][CH3:17] |f:0.1|. Procedure details: A solution of 2,0 g sodium borohydride in 30 ml of water was cooled to 5° C. A solution of 4-oxo-decanoic acid 3,7-dimethyl-oct-6-enyl ester in 75 ml of THF was added to the reaction during 12 minutes and the resulting reaction mixture was stirred at room temperature for 5 hours. Then the reaction mixture was diluted with ether, washed with saturated NaHCO3, brine and water. The organic phase was dried, filtered and evaporated to dryness. The resulting liquid was purified by chromatography to yi... Starting materials: FC(CC(CC1=C(C=CC=C1)C)O)(F)F (4,4,4-Trifluoro-1-(o-tolyl)butan-2-ol), [BH4-].[Na+] (NaBH4), CO (MeOH), 1A, hexane 2-PrOH TFA. Reaction conditions: time 1 hour. Product: FC(C[C@@H](CC1=C(C=CC=C1)OC)O)(F)F ((R)-4,4,4-trifluoro-1-(2-methoxyphenyl)butan-2-ol). As a reaction SMILES: [F:1][C:2]([F:15])([F:14])[CH2:3][CH:4]([OH:13])[CH2:5][C:6]1[CH:11]=[CH:10][CH:9]=[CH:8][C:7]=1C.[BH4-].[Na+].[CH3:18][OH:19]>>[F:1][C:2]([F:15])([F:14])[CH2:3][C@H:4]([OH:13])[CH2:5][C:6]1[CH:11]=[CH:10][CH:9]=[CH:8][C:7]=1[O:19][CH3:18] |f:1.2|. Reported procedure: To a solution of 4,4,4-trifluoro-1-(2-methoxyphenyl)butan-2-one (6 g, 25.8 mmol, synthesized as in example 52, step 1) in MeOH (100 ml) was added NaBH4 (1.47 g, 38.7 mmol) at 0° C. and stirred for 1 h at RT. Then the reaction mixture was quenched with MeOH and concentrated under reduced pressure to afford crude compound. The title compound was purified by separation methods A, E and H. Yield (1.7 g). The enantiomer showed up at tr=12.8 min with Chiralpak 1A (4.6×250 mm) 5μ, hexane:2-PrOH:TFA (90... The reactants are CC1=C(N=C(S1)C1=CC=CC=C1)COC1=CC=C(COC2=C(C=O)C=CC=N2)C=C1 (2-[4-[(5-methyl-2-phenyl-4-thiazolyl)methoxy]benzyloxy]nicotinaldehyde), O1CCCC1 (tetrahydrofuran), C(C)O (ethanol), [BH4-].[Na+] (sodium borohydride). Solvent: O (Water). Reaction conditions: time 30 minute. Product: CC1=C(N=C(S1)C1=CC=CC=C1)COC1=CC=C(COC2=NC=CC=C2CO)C=C1 ([2-[4-[(5-methyl-2-phenyl-4-thiazolyl)methoxy]benzyloxy]-3-pyridyl]methanol). The yield is 97.7%. Reaction SMILES: [CH3:1][C:2]1[S:6][C:5]([C:7]2[CH:12]=[CH:11][CH:10]=[CH:9][CH:8]=2)=[N:4][C:3]=1[CH2:13][O:14][C:15]1[CH:30]=[CH:29][C:18]([CH2:19][O:20][C:21]2[N:28]=[CH:27][CH:26]=[CH:25][C:22]=2[CH:23]=[O:24])=[CH:17][CH:16]=1.O1CCCC1.C(O)C.[BH4-].[Na+]>O>[CH3:1][C:2]1[S:6][C:5]([C:7]2[CH:8]=[CH:9][CH:10]=[CH:11][CH:12]=2)=[N:4][C:3]=1[CH2:13][O:14][C:15]1[CH:30]=[CH:29][C:18]([CH2:19][O:20][C:21]2[C:22]([CH2:23][OH:24])=[CH:25][CH:26]=[CH:27][N:28]=2)=[CH:17][CH:16]=1 |f:3.4|. Procedure details: To a mixture of 2-[4-[(5-methyl-2-phenyl-4-thiazolyl)methoxy]benzyloxy]nicotinaldehyde (2.16 g), tetrahydrofuran (30 ml) and ethanol (30 mL) was added sodium borohydride (0.20 g) at 0° C., and the mixture was stirred at room temperature for 30 min. Water was added to the reaction mixture, and the precipitated solid was collected by filtration, and dried with air to give crystals (2.12 g, 97%) of [2-[4-[(5-methyl-2-phenyl-4-thiazolyl)methoxy]benzyloxy]-3-pyridyl]methanol. Recrystallization from e... Starting materials: C(C)(C)(C)OC1=C(C(=NC(=C1F)F)F)C (4-t-Butoxy-2,5,6-trifluoro-3-methylpyridine), C(C1=CC=CC=C1)NCC1=CC=CC=C1 (dibenzylamine). Run in C(C)O (ethanol). Product: C(C)(C)(C)OC1=C(C(=NC(=C1F)N(CC1=CC=CC=C1)CC1=CC=CC=C1)F)C (4-t-Butoxy-6-dibenzylamino-2,5-difluoro-3-methylpyridine). Reaction SMILES: [C:1]([O:5][C:6]1[C:11]([F:12])=[C:10](F)[N:9]=[C:8]([F:14])[C:7]=1[CH3:15])([CH3:4])([CH3:3])[CH3:2].[CH2:16]([NH:23][CH2:24][C:25]1[CH:30]=[CH:29][CH:28]=[CH:27][CH:26]=1)[C:17]1[CH:22]=[CH:21][CH:20]=[CH:19][CH:18]=1>C(O)C>[C:1]([O:5][C:6]1[C:11]([F:12])=[C:10]([N:23]([CH2:16][C:17]2[CH:22]=[CH:21][CH:20]=[CH:19][CH:18]=2)[CH2:24][C:25]2[CH:30]=[CH:29][CH:28]=[CH:27][CH:26]=2)[N:9]=[C:8]([F:14])[C:7]=1[CH3:15])([CH3:4])([CH3:3])[CH3:2]. Procedure details: 4-t-Butoxy-2,5,6-trifluoro-3-methylpyridine from Step 253c above is reacted with dibenzylamine in ethanol at reflux temperature. Solvent is removed, and the residue is dissolved in methylene chloride and washed with water. The product is purified by column chromatography. Starting materials: C1CCOC1, C1CCOC1, CO, CO, CSc1ccc(Cl)cc1C#N, Cl. Yields the product CSc1ccc(Cl)cc1CN. Reaction SMILES: [CH2:15]1[O:16][CH2:17][CH2:18][CH2:19]1.[CH2:20]1[O:21][CH2:22][CH2:23][CH2:24]1.[CH3:12][OH:13].[CH3:25][OH:26].[Cl:1][c:2]1[cH:3][cH:4][c:5]([S:10][CH3:11])[c:6]([C:7]#[N:8])[cH:9]1.[ClH:14]>>[Cl:1][c:2]1[cH:3][cH:4][c:5]([S:10][CH3:11])[c:6]([CH2:7][NH2:8])[cH:9]1. Reactants: compound, [OH-].[NH4+] (ammonium hydroxide), C(C)(=O)SCC(C(=O)N[C@@H](CCCC)C(=O)O)C(F)(F)F (N-[2-[(Acetylthio)methyl]-3,3,3-trifluoro-1-oxopropyl]-L-norleucine), S([O-])(O)(=O)=O.[K+] (potassium bisulfate), C(C)(=O)OCC (ethyl acetate). The solvent is CCCCCC (hexane), C(C)(=O)O (acetic acid), CO (methanol), O (water). Conditions: time 15 minute. The product is FC(C(C(=O)N[C@@H](CCCC)C(=O)O)CS)(F)F (N-[3,3,3-Trifluoro-2-(mercaptomethyl)-1-oxopropyl]-L-norleucine). RXN SMILES: [OH-].[NH4+].C([S:6][CH2:7][CH:8]([C:20]([F:23])([F:22])[F:21])[C:9]([NH:11][C@H:12]([C:17]([OH:19])=[O:18])[CH2:13][CH2:14][CH2:15][CH3:16])=[O:10])(=O)C.S(=O)(=O)(O)[O-].[K+].C(OCC)(=O)C>O.CO.C(O)(=O)C.CCCCCC>[F:21][C:20]([F:22])([F:23])[CH:8]([CH2:7][SH:6])[C:9]([NH:11][C@H:12]([C:17]([OH:19])=[O:18])[CH2:13][CH2:14][CH2:15][CH3:16])=[O:10] |f:0.1,3.4|. Procedure: Concentrated ammonium hydroxide (3 mL) was added to a suspension of the product of Example 29 (1.95 g.) in 12 mL of deoxygenated water. The reaction mixture, which became homogeneous in less than one minute, was stirred for 15 minutes. At this time, the pH was adjusted to about 1.5 with potassium bisulfate and the resulting aqueous mixture was extracted with ethyl acetate (2×150 mL). The combined organic layers were washed with brine, dried (MgSO4), and concentrated to afford an oily residue. Th... Starting materials: CC(=O)OC1=CC2=C(S1)CCN(C2)C(C=3C=CC=CC3F)C(=O)C4CC4 (prasugrel), P(O)(O)(O)=O (phosphoric acid). Run in C(C)(=O)OC (methyl acetate), C(C)(=O)OC (methyl acetate). Conditions: temperature 2.5 celsius, time 30 minute. Product: CC(=O)OC1=CC2=C(S1)CCN(C2)C(C=3C=CC=CC3F)C(=O)C4CC4.P(=O)([O-])([O-])[O-] (Prasugrel phosphate). As a reaction SMILES: [CH3:1][C:2]([O:4][C:5]1[S:9][C:8]2[CH2:10][CH2:11][N:12]([CH:14]([C:22]([CH:24]3[CH2:26][CH2:25]3)=[O:23])[C:15]3[CH:16]=[CH:17][CH:18]=[CH:19][C:20]=3[F:21])[CH2:13][C:7]=2[CH:6]=1)=[O:3].[P:27](=[O:31])([OH:30])([OH:29])[OH:28]>C(OC)(=O)C>[CH3:1][C:2]([O:4][C:5]1[S:9][C:8]2[CH2:10][CH2:11][N:12]([CH:14]([C:22]([CH:24]3[CH2:26][CH2:25]3)=[O:23])[C:15]3[CH:16]=[CH:17][CH:18]=[CH:19][C:20]=3[F:21])[CH2:13][C:7]=2[CH:6]=1)=[O:3].[P:27]([O-:31])([O-:30])([O-:29])=[O:28] |f:3.4|. Procedure details: To a solution of prasugrel base (1.006 g) in 21.67 ml of methyl acetate/7.7% ethanol at 20-25° C., a dropwise solution of 99% phosphoric acid (329.9 mg) in 2 ml of methyl acetate was added. Crystallization occurred within 30 minutes. After 3 hours at 20-25° C., the suspension was cooled to 0-5° C. and stirred for about 2 hours at that temperature. The obtained crystals were filtered, washed with 4 ml of methyl acetate and dried at 40° C./vacuum for about 1.5 hours. Prasugrel phosphate Form P1 (0...